This data is from the Open Reaction Database (ORD), a public repository of structured organic reaction records. The task is: describe an organic reaction: reactants, conditions, products, and yield The product is C1(=CC=CC=C1)CCP(OCC)OCC (2-Phenylethylphosphonous acid, diethyl ester). Run in CCOCC (ether), CCOCC (ether), CCOCC (ether). The reactants are ClP(OCC)OCC (diethyl chlorophosphonite), BrCCC1=CC=CC=C1 (1-bromo-2-phenylethane), [Mg] (magnesium). Reported procedure: A suspension of 4.13 g (0.172 mol) of magnesium in 45 ml of dry ether under argon was treated with a solution of 31.2 g (0.168 mol) of 1-bromo-2-phenylethane (Aldrich) in 90 ml of dry ether, added at a rate that maintained reflux. The reaction was stirred overnight at room temperature under argon, then filtered under argon, cooled to 10° C. and treated with 26.3 g (0.168 mol) of diethyl chlorophosphonite (Aldrich) dissolved in 60 ml of dry ether, added slowly to keep the temperature near 10° C. ... Reaction SMILES: [Mg].Br[CH2:3][CH2:4][C:5]1[CH:10]=[CH:9][CH:8]=[CH:7][CH:6]=1.Cl[P:12]([O:16][CH2:17][CH3:18])[O:13][CH2:14][CH3:15]>CCOCC>[C:5]1([CH2:4][CH2:3][P:12]([O:16][CH2:17][CH3:18])[O:13][CH2:14][CH3:15])[CH:10]=[CH:9][CH:8]=[CH:7][CH:6]=1. Conditions: time 8 hour. Reactants: BrC1=COC2=C1C=NC(=C2O[C@H](C)C2=C(C(=CC=C2Cl)F)Cl)N (3-Bromo-7-[(R)-1-(2,6-dichloro-3-fluorophenyl)-ethoxy]-furo[3,2-c]pyridin-6-ylamine), CC1(OB(OC1(C)C)C=1CCOCC1)C (4-(4,4,5,5-Tetramethyl-[1,3,2]dioxaborolan-2-yl)-3,6-dihydro-2H-pyran). The product is ClC1=C(C(=CC=C1F)Cl)[C@@H](C)OC=1C2=C(C=NC1N)C(=CO2)C=2CCOCC2 (7-[(R)-1-(2,6-Dichloro-3-fluorophenyl)-ethoxy]-3-(3,6-dihydro-2H-pyran-4-yl)-furo[3,2-c]pyridin-6-ylamine). Reaction SMILES: Br[C:2]1[C:6]2[CH:7]=[N:8][C:9]([NH2:23])=[C:10]([O:11][C@@H:12]([C:14]3[C:19]([Cl:20])=[CH:18][CH:17]=[C:16]([F:21])[C:15]=3[Cl:22])[CH3:13])[C:5]=2[O:4][CH:3]=1.CC1(C)C(C)(C)OB([C:32]2[CH2:33][CH2:34][O:35][CH2:36][CH:37]=2)O1>>[Cl:22][C:15]1[C:16]([F:21])=[CH:17][CH:18]=[C:19]([Cl:20])[C:14]=1[C@H:12]([O:11][C:10]1[C:5]2[O:4][CH:3]=[C:2]([C:32]3[CH2:37][CH2:36][O:35][CH2:34][CH:33]=3)[C:6]=2[CH:7]=[N:8][C:9]=1[NH2:23])[CH3:13]. Procedure: The title compound was prepared according to General procedure A with starting materials 3-Bromo-7-[(R)-1-(2,6-dichloro-3-fluorophenyl)-ethoxy]-furo[3,2-c]pyridin-6-ylamine and 4-(4,4,5,5-Tetramethyl-[1,3,2]dioxaborolan-2-yl)-3,6-dihydro-2H-pyran. 1H-NMR (CDCl3, 400 MHz): δ=1.86 (d, 3H), 2.40-2.52 (m, 2H), 3.94 (t, J=5.6 Hz, 2H), 4.36 (q, J=2.5 Hz, 2H), 4.77 (br. s., 2H), 6.24 (br. s., 1H), 6.52 (q, J=6.6 Hz, 1H), 7.01-7.10 (m, 1H), 7.29 (t, 1H), 7.37 (s, 1H), 8.24 (s, 1H). MS (ES+): m/z 423.02 ... Reactants: CCCCNC(=O)NS(=O)(=O)c1ccccc1-c1ccc(C(=O)OC)o1, O=C(Cl)Cl. The product is COC(=O)c1ccc(-c2ccccc2S(=O)(=O)N=C=O)o1. As a reaction SMILES: [C:1](=[O:2])([O:3][CH3:4])[c:5]1[o:6][c:7](-[c:10]2[c:11]([S:16](=[O:17])(=[O:18])[NH:19][C:20](=[O:21])[NH:22][CH2:23][CH2:24][CH2:25][CH3:26])[cH:12][cH:13][cH:14][cH:15]2)[cH:8][cH:9]1.[Cl:27][C:28](=[O:29])[Cl:30]>>[C:1](=[O:2])([O:3][CH3:4])[c:5]1[o:6][c:7](-[c:10]2[c:11]([S:16](=[O:17])(=[O:18])[N:19]=[C:20]=[O:21])[cH:12][cH:13][cH:14][cH:15]2)[cH:8][cH:9]1.